From a dataset of the Open Reaction Database (ORD), a public repository of structured organic reaction records. describe an organic reaction: reactants, conditions, products, and yield The reactants are OC=1C(C=C(NC1)C(=O)NN1C(N(CC1)C(=O)NNS(=O)(=O)NC(=O)N1C([C@H](C1)NC(OCC1=CC=CC=C1)=O)=O)=O)=O ((S)-[1-[[[[2-[[3-[[(1,4-dihydro-5-hydroxy-4-oxo-2-pyridinyl)carbonyl]amino]-2-oxo-1imidazolidinyl]carbonyl]hydrazino]sulfonyl]amino]carbonyl]-2-oxo-3-azetidinyl]carbamic acid, phenylmethyl ester), C1(=CC=CC=C1)SC (thioanisole), FC(C(=O)O)(F)F (trifluoroacetic acid). Reaction conditions: time 8 hour. Yields the product N[C@@H]1C(N(C1)C(=O)NS(=O)(=O)NNC(=O)N1C(N(CC1)NC(=O)C=1NC=C(C(C1)=O)O)=O)=O ((S)-N-[3-[[2-[[[(3-Amino-2-oxo-1-azetidinyl)carbonyl]amino]sulfonyl]hydrazino]carbonyl]-2-oxo-1-imidazolidinyl]-1,4-dihydro-5-hydroxy-4-oxo-2-pyridinecarboxamide). RXN SMILES: [OH:1][C:2]1[C:3](=[O:43])[CH:4]=[C:5]([C:8]([NH:10][N:11]2[CH2:15][CH2:14][N:13]([C:16]([NH:18][NH:19][S:20]([NH:23][C:24]([N:26]3[CH2:29][C@H:28]([NH:30]C(=O)OCC4C=CC=CC=4)[C:27]3=[O:41])=[O:25])(=[O:22])=[O:21])=[O:17])[C:12]2=[O:42])=[O:9])[NH:6][CH:7]=1.C1(SC)C=CC=CC=1.FC(F)(F)C(O)=O>>[NH2:30][C@H:28]1[CH2:29][N:26]([C:24]([NH:23][S:20]([NH:19][NH:18][C:16]([N:13]2[CH2:14][CH2:15][N:11]([NH:10][C:8]([C:5]3[NH:6][CH:7]=[C:2]([OH:1])[C:3](=[O:43])[CH:4]=3)=[O:9])[C:12]2=[O:42])=[O:17])(=[O:22])=[O:21])=[O:25])[C:27]1=[O:41]. Procedure details: 0.5 g of (S)-[1-[[[[2-[[3-[[(1,4-dihydro-5-hydroxy-4-oxo-2-pyridinyl)carbonyl]amino]-2-oxo-1imidazolidinyl]carbonyl]hydrazino]sulfonyl]amino]carbonyl]-2-oxo-3-azetidinyl]carbamic acid, phenylmethyl ester was added to a mixture of 0.5 ml of thioanisole and 2 ml of trifluoroacetic acid. The mixture was stirred overnight at room temperature and evaporated in vacuo. The residue was triturated with ethyl acetate to provide the title compound in quantitative yield. Starting materials: C(=C)[Mg]Br (vinylmagnesium bromide), O1CCCC1 (tetrahydrofuran), C(C)(C)(C)OC(=O)N1[C@@H](CCC1)CI ((2S)-N-(tert-butoxycarbonyl)-2-(iodomethyl)pyrrolidine), [NH4+].[Cl-] (NH4Cl). Reagents/catalysts: [Cu]I (copper(I) iodide). The solvent is C(C)OCC (diethyl ether), C(C)OCC (diethyl ether). Reaction conditions: temperature -36 celsius, time 6 hour. Yields the product C(C)(C)(C)OC(=O)N1[C@@H](CCC1)CC=C ((2S)-N-(tert-Butoxycarbonyl)-2-allylpyrrolidine). Reaction SMILES: [CH:1]([Mg]Br)=[CH2:2].O1CCCC1.[C:10]([O:14][C:15]([N:17]1[CH2:21][CH2:20][CH2:19][C@H:18]1[CH2:22]I)=[O:16])([CH3:13])([CH3:12])[CH3:11].[NH4+].[Cl-]>C(OCC)C.[Cu]I>[C:10]([O:14][C:15]([N:17]1[CH2:21][CH2:20][CH2:19][C@H:18]1[CH2:22][CH:1]=[CH2:2])=[O:16])([CH3:13])([CH3:11])[CH3:12] |f:3.4|. Procedure details: Under a nitrogen atmosphere, a solution of vinylmagnesium bromide, 1.0 M in tetrahydrofuran (2.0 mL, 2.0 mmol) was slowly added to a suspension of copper(I) iodide (244.9 mg, 1.28 mmol) in dry diethyl ether (10 mL) at −78° C. Upon completion of the addition, the mixture was warmed to −36° C. for 5 min and was then cooled to −78° C. A solution of (2S)-N-(tert-butoxycarbonyl)-2-(iodomethyl)pyrrolidine (200.0 mg, 0.64 mmol) in dry diethyl ether (5 mL) was added over a period of 10 min. The reaction... The reactants are ClC=1C=C(C=CC1OC(C)C)C1=NOC(=N1)C1=C2CCN(CC2=CC=C1)CC(=O)OC(C)(C)C (tert-butyl 2-(5-(3-(3-chloro-4-isopropoxyphenyl)-1,2,4-oxadiazol-5-yl)-3,4-dihydroisoquinolin-2(1H)-yl)acetate), C(C)(C)[SiH](C(C)C)C(C)C (triisopropylsilane), C(=O)(C(F)(F)F)O (TFA). The solvent is ClCCl (dichloromethane). Yields the product ClC=1C=C(C=CC1OC(C)C)C1=NOC(=N1)C1=C2CCN(CC2=CC=C1)CC(=O)O (2-(5-(3-(3-chloro-4-isopropoxyphenyl)-1,2,4-oxadiazol-5-yl)-3,4-dihydroisoquinolin-2(1H)-yl)acetic acid). Isolated yield 118.1%. RXN SMILES: [Cl:1][C:2]1[CH:3]=[C:4]([C:12]2[N:16]=[C:15]([C:17]3[CH:26]=[CH:25][CH:24]=[C:23]4[C:18]=3[CH2:19][CH2:20][N:21]([CH2:27][C:28]([O:30]C(C)(C)C)=[O:29])[CH2:22]4)[O:14][N:13]=2)[CH:5]=[CH:6][C:7]=1[O:8][CH:9]([CH3:11])[CH3:10].C([SiH](C(C)C)C(C)C)(C)C.C(O)(C(F)(F)F)=O>ClCCl>[Cl:1][C:2]1[CH:3]=[C:4]([C:12]2[N:16]=[C:15]([C:17]3[CH:26]=[CH:25][CH:24]=[C:23]4[C:18]=3[CH2:19][CH2:20][N:21]([CH2:27][C:28]([OH:30])=[O:29])[CH2:22]4)[O:14][N:13]=2)[CH:5]=[CH:6][C:7]=1[O:8][CH:9]([CH3:10])[CH3:11]. Procedure: To a solution of tert-butyl 2-(5-(3-(3-chloro-4-isopropoxyphenyl)-1,2,4-oxadiazol-5-yl)-3,4-dihydroisoquinolin-2(1H)-yl)acetate (0.1319 g, 0.273 mmol) in dichloromethane (10 ml) was added triisopropylsilane (0.056 ml, 0.273 mmol) followed by TFA (2 ml). After about 15 h reaction mixture was concentrated in vacuo. The resulting solid was triturated in ether, filtered and dried to provide 2-(5-(3-(3-chloro-4-isopropoxyphenyl)-1,2,4-oxadiazol-5-yl)-3,4-dihydroisoquinolin-2(1H)-yl)acetic acid (0.138... The reactants are BrC1=C(C=NC=C1)\C=N\NC1=CC=C(C=C1)F (N-[1-(4-bromopyridin-3-yl)-meth-(E)-ylidene]-N′-(4-fluorophenyl)-hydrazine), CN[C@H]1[C@@H](CCCC1)NC (trans-N,N′-dimethylcyclohexane-1,2-diamine), C(=O)([O-])[O-].[K+].[K+] (K2CO3). Reagents/catalysts: [Cu]I (CuI). The solvent is [Cl-].[NH4+] (ammonium chloride), CN1CCCC1=O (NMP). Conditions: temperature 120 celsius, time 8 hour. The product is FC1=CC=C(C=C1)N1N=CC=2C=NC=CC21 (1-(4-fluorophenyl)-1H-pyrazolo[4,3-c]pyridine). RXN SMILES: Br[C:2]1[CH:7]=[CH:6][N:5]=[CH:4][C:3]=1/[CH:8]=[N:9]/[NH:10][C:11]1[CH:16]=[CH:15][C:14]([F:17])=[CH:13][CH:12]=1.CN[C@@H]1CCCC[C@H]1NC.C([O-])([O-])=O.[K+].[K+]>CN1C(=O)CCC1.[Cl-].[NH4+].[Cu]I>[F:17][C:14]1[CH:15]=[CH:16][C:11]([N:10]2[C:2]3[CH:7]=[CH:6][N:5]=[CH:4][C:3]=3[CH:8]=[N:9]2)=[CH:12][CH:13]=1 |f:2.3.4,6.7|. Reported procedure: A mixture of N-[1-(4-bromopyridin-3-yl)-meth-(E)-ylidene]-N′-(4-fluorophenyl)-hydrazine (3.0 g, 0.010 mol), CuI (97 mg, 0.51 mmol), trans-N,N′-dimethylcyclohexane-1,2-diamine (595 μL, 3.77 mmol), and K2CO3 (2.8 g, 0.020 mol) in NMP (100 mL) was warmed at 120° C. After stifling overnight, the mixture was diluted with aqueous ammonium chloride (400 mL) and the resulting solid collected by filtration. The solid was dissolved in EtOAc, and the aqueous layer was extracted with EtOAc. The combined org... Reactants: CN(CCCC#CC=1C=NC(=NC1)N)C (5-(5-Dimethylamino-pent-1-ynyl)-pyrimidin-2-ylamine), FC(C1=CC=C(C=C1)S(=O)(=O)Cl)(F)F (4-(trifluoromethyl)benzenesulfonyl chloride). The solvent is N1=CC=CC=C1 (pyridine). Conditions: temperature 70 celsius. Product: CN(CCCC#CC=1C=NC(=NC1)NS(=O)(=O)C1=CC=C(C=C1)C(F)(F)F)C (N-[5-(5-Dimethylamino-pent-1-ynyl)-pyrimidin-2-yl]-4-trifluoromethyl-benzenesulfonamide). Yield: 33.9%. As a reaction SMILES: [CH3:1][N:2]([CH3:15])[CH2:3][CH2:4][CH2:5][C:6]#[C:7][C:8]1[CH:9]=[N:10][C:11]([NH2:14])=[N:12][CH:13]=1.[F:16][C:17]([F:29])([F:28])[C:18]1[CH:23]=[CH:22][C:21]([S:24](Cl)(=[O:26])=[O:25])=[CH:20][CH:19]=1>N1C=CC=CC=1>[CH3:15][N:2]([CH3:1])[CH2:3][CH2:4][CH2:5][C:6]#[C:7][C:8]1[CH:9]=[N:10][C:11]([NH:14][S:24]([C:21]2[CH:20]=[CH:19][C:18]([C:17]([F:16])([F:28])[F:29])=[CH:23][CH:22]=2)(=[O:26])=[O:25])=[N:12][CH:13]=1. Procedure: A solution of 102 mg (0.5 mmol) of 5-(5-Dimethylamino-pent-1-ynyl)-pyrimidin-2-ylamine in 3.9 ml pyridine was treated with 257 mg (1.05 mmol) 4-(trifluoromethyl)benzenesulfonyl chloride. The reaction was stirred over night at 70° C., evaporated and extracted with aqueous saturated NaHCO3(2×)/CH2Cl2 (3×). The organic phases were washed with aqueous 10% NaCl solution, dried (Na2SO4) and evaporated. Flash column chromatography on silica gel with CH2Cl2/MeOH (95:5 to 9:1) yielded 70 mg (34%) of N-[5... Starting materials: C(C)(=O)O[BH-](OC(C)=O)OC(C)=O.[Na+] (sodium triacetoxyborohydride), C(C)OC(=O)N1[C@H](C[C@H](C2=CC(=C(C=C12)O)OC)N)C (cis-4-amino-7-hydroxy-6-methoxy-2-methyl-3,4-dihydro-2H-quinoline-1-carboxylic acid ethyl ester), FC(C=1C=C(C=O)C=C(C1)C(F)(F)F)(F)F (3,5-bis(trifluoromethyl)benzaldehyde), C(C)(=O)O (acetic acid), C([O-])([O-])=O.[K+].[K+] (potassium carbonate). Solvent: C(C)(=O)OCC (ethyl acetate), O (Water), ClCCCl (1,2-dichloroethane). Run at time 45 minute. Yields the product C(C)OC(=O)N1[C@H](C[C@H](C2=CC(=C(C=C12)O)OC)NCC1=CC(=CC(=C1)C(F)(F)F)C(F)(F)F)C (cis-4-(3,5-Bis-trifluoromethyl-benzylamino)-7-hydroxy-6-methoxy-2-methyl-3,4-dihydro-2H-quinoline-1-carboxylic Acid Ethyl Ester). Yield: 60.5%. As a reaction SMILES: [CH2:1]([O:3][C:4]([N:6]1[C:15]2[C:10](=[CH:11][C:12]([O:17][CH3:18])=[C:13]([OH:16])[CH:14]=2)[C@H:9]([NH2:19])[CH2:8][C@@H:7]1[CH3:20])=[O:5])[CH3:2].[F:21][C:22]([F:36])([F:35])[C:23]1[CH:24]=[C:25]([CH:28]=[C:29]([C:31]([F:34])([F:33])[F:32])[CH:30]=1)[CH:26]=O.C(O)(=O)C.C(O[BH-](OC(=O)C)OC(=O)C)(=O)C.[Na+].C(=O)([O-])[O-].[K+].[K+]>ClCCCl.C(OCC)(=O)C.O>[CH2:1]([O:3][C:4]([N:6]1[C:15]2[C:10](=[CH:11][C:12]([O:17][CH3:18])=[C:13]([OH:16])[CH:14]=2)[C@H:9]([NH:19][CH2:26][C:25]2[CH:28]=[C:29]([C:31]([F:33])([F:34])[F:32])[CH:30]=[C:23]([C:22]([F:21])([F:35])[F:36])[CH:24]=2)[CH2:8][C@@H:7]1[CH3:20])=[O:5])[CH3:2] |f:3.4,5.6.7|. Procedure details: To a stirred suspension of cis-4-amino-7-hydroxy-6-methoxy-2-methyl-3,4-dihydro-2H-quinoline-1-carboxylic acid ethyl ester (4.49 g, 16.0 mmol) in 1,2-dichloroethane (100 mL) was added 3,5-bis(trifluoromethyl)benzaldehyde (2.6 mL, 16.0 mmol), followed by acetic acid (0.9 mL, 16.0 mmol). After 45 min, sodium triacetoxyborohydride (5.1 g, 24.0 mmol) was added, and the reaction was stirred at room temperature overnight. Water (75 mL) and ethyl acetate (75 mL) were added to the mixture which was then...